From a dataset of the Open Reaction Database (ORD), a public repository of structured organic reaction records. describe an organic reaction: reactants, conditions, products, and yield Starting materials: CNC1=CC=C(C(=O)O)C=C1 (4-(N-methylamino)benzoic acid), CCN(C(C)C)C(C)C (Hunig base), ClCC(=O)Cl (chloroacetyl chloride). Run in ClCCl (dichloromethane), ClCCl (dichloromethane). Conditions: time 2 hour. Yields the product ClCC(=O)N(C)C1=CC=C(C(=O)O)C=C1 (4-(N-chloroacetyl-N-methylamino)benzoic acid). As a reaction SMILES: [CH3:1][NH:2][C:3]1[CH:11]=[CH:10][C:6]([C:7]([OH:9])=[O:8])=[CH:5][CH:4]=1.CCN(C(C)C)C(C)C.[Cl:21][CH2:22][C:23](Cl)=[O:24]>ClCCl>[Cl:21][CH2:22][C:23]([N:2]([C:3]1[CH:11]=[CH:10][C:6]([C:7]([OH:9])=[O:8])=[CH:5][CH:4]=1)[CH3:1])=[O:24]. Reported procedure: The starting material is prepared as follows: There are added to 30 g of 4-(N-methylamino)benzoic acid in 500 ml of dichloromethane 30.7 g of Hunig base and, at 5°, 24.6 g of chloroacetyl chloride in 50 ml of dichloromethane. After stirring for 2 hours at RT, the suspension is concentrated by evaporation, and the residue is digested with water, filtered with suction and washed with 1N hydrochloric acid. The mixture is digested with ether and filtered with suction, yielding 4-(N-chloroacetyl-N-me... Starting materials: C(=O)(O)C=1C=C(OC2=CC=C(C=C2)[N+](=O)[O-])C=CC1 (4-(3-Carboxyphenoxy)-1-nitrobenzene), NCCN1CCOCC1 (4-(2-aminoethyl)morpholine). The product is C(=O)(O)C=1C=C(OC2=CC=C(C=C2)[N+](=O)[O-])C=CC1 (4-(3-Carboxyphenoxy)-1-nitrobenzene), N1(CCOCC1)CCNC(=O)C=1C=C(OC2=CC=C(C=C2)[N+](=O)[O-])C=CC1 (4-(3-(N-(2-morpholinylethyl)carbamoyl)phenoxy)-1-nitrobenzene). Reaction SMILES: [C:1]([C:4]1[CH:5]=[C:6]([CH:17]=[CH:18][CH:19]=1)[O:7][C:8]1[CH:13]=[CH:12][C:11]([N+:14]([O-:16])=[O:15])=[CH:10][CH:9]=1)([OH:3])=[O:2].[NH2:20][CH2:21][CH2:22][N:23]1[CH2:28][CH2:27][O:26][CH2:25][CH2:24]1>>[C:1]([C:4]1[CH:5]=[C:6]([CH:17]=[CH:18][CH:19]=1)[O:7][C:8]1[CH:9]=[CH:10][C:11]([N+:14]([O-:16])=[O:15])=[CH:12][CH:13]=1)([OH:3])=[O:2].[N:23]1([CH2:22][CH2:21][NH:20][C:1]([C:4]2[CH:5]=[C:6]([CH:17]=[CH:18][CH:19]=2)[O:7][C:8]2[CH:13]=[CH:12][C:11]([N+:14]([O-:16])=[O:15])=[CH:10][CH:9]=2)=[O:3])[CH2:28][CH2:27][O:26][CH2:25][CH2:24]1. Procedure details: Entry 61: 4-(3-Carboxyphenoxy)-1-nitrobenzene was synthesized according to Method A13, Step 2. 4-(3-Carboxyphenoxy)-1-nitrobenzene was coupled with 4-(2-aminoethyl)morpholine according to Method A13, Step 3 to give 4-(3-(N-(2-morpholinylethyl)carbamoyl)phenoxy)-1-nitrobenzene. According to Method A13 Step 4,4-(3-(N-(2-morpholinylethyl)carbamoyl)phenoxy)-1-nitrobenzene was reduced to 4-(3-(N-(2-morpholinylethyl)carbamoyl)phenoxy)aniline. According to Method C1a, 4-chloro-3-(trifluoromethyl)phenyl... The reactants are C[Si](Cl)(Cl)C (dimethyldichlorosilane), O([Si](C)(C)C(C)(C)C)C=1CC2=CC=CC=C2C1 (2-(tert-butyldimethylsiloxy)indene), [Li]CCCC (n-BuLi), solution. The solvent is CCOCC (Et2O), CCOCC (Et2O), CCCCCC (hexane). Conditions: time 8 hour. Yields the product C[Si](C1C(=CC2=CC=CC=C12)O[Si](C)(C)C(C)(C)C)(C1C(=CC2=CC=CC=C12)O[Si](C)(C)C(C)(C)C)C (Dimethylbis(2-(tert-butyldimethylsiloxy)indenyl)silane). Yield: 42.1%. Reaction SMILES: [O:1]([C:9]1[CH2:10][C:11]2[C:16]([CH:17]=1)=[CH:15][CH:14]=[CH:13][CH:12]=2)[Si:2]([C:5]([CH3:8])([CH3:7])[CH3:6])([CH3:4])[CH3:3].[Li][CH2:19][CH2:20][CH2:21][CH3:22].[CH3:23][Si:24]([CH3:27])(Cl)Cl>CCOCC.CCCCCC>[CH3:23][Si:24]([CH3:27])([CH:19]1[C:16]2[C:22](=[CH:11][CH:10]=[CH:9][CH:17]=2)[CH:21]=[C:20]1[O:1][Si:2]([C:5]([CH3:8])([CH3:7])[CH3:6])([CH3:4])[CH3:3])[CH:17]1[C:16]2[C:11](=[CH:12][CH:13]=[CH:14][CH:15]=2)[CH:10]=[C:9]1[O:1][Si:2]([C:5]([CH3:8])([CH3:7])[CH3:6])([CH3:4])[CH3:3]. Reported procedure: To a solution of 2-(tert-butyldimethylsiloxy)indene (12.32 g, 50.0 mmol) in Et2O (50 mL) at 0° C. was added dropwise n-BuLi (20.0 mL of a 2.5 M solution in hexane, 50.0 mmol) and the reaction mixture was stirred overnight at room temperature. The resulting solution was then added dropwise to a solution of dimethyldichlorosilane (3.03 mL, 25.0 mmol) in Et2O (25 mL) at 0° C. The reaction mixture was stirred overnight at room temperature and washed with saturated ammonium chloride solution (150 mL)... Reactants: C(C)(=O)N1CCC(CC1)C1=CC=C(C=C1)S(=O)(=O)Cl (4-(1-Acetylpiperidin-4-yl)benzenesulphonyl chloride), N (ammonia). Reaction SMILES: [C:1]([N:4]1[CH2:9][CH2:8][CH:7]([C:10]2[CH:15]=[CH:14][C:13]([S:16](Cl)(=[O:18])=[O:17])=[CH:12][CH:11]=2)[CH2:6][CH2:5]1)(=[O:3])[CH3:2].[NH3:20]>C(O)C>[C:1]([N:4]1[CH2:9][CH2:8][CH:7]([C:10]2[CH:15]=[CH:14][C:13]([S:16]([NH2:20])(=[O:18])=[O:17])=[CH:12][CH:11]=2)[CH2:6][CH2:5]1)(=[O:3])[CH3:2]. The product is C(C)(=O)N1CCC(CC1)C1=CC=C(C=C1)S(=O)(=O)N (4-(1-Acetylpiperidin-4-yl)benzenesulphonamide). The solvent is C(C)O (ethanol). Reported procedure: The product of (i) above (21.0 g) was added portionwise to a stirred mixture of concentrated aqueous ammonia solution (160 ml) and ethanol (160 ml). The mixture was warmed at 35° until solution was complete and then evaporated. The residue was triturated with water and the solid was filtered off and dried to give the title compound, (18.0 g), m.p. 196°-197° (from ethanol). Starting materials: ClC=1C=C(C=CC1F)NC=1C2=C(N=CN1)N(C(C2)=O)C (4-(3-chloro-4-fluoro-phenylamino)-7-methyl-5,7-dihydro-pyrrolo[2,3-d]pyrimidin-6-one), CC1=C(NC(=C1)C(=O)N1CCOCC1)C=O (3-methyl-5-(morpholine-4-carbonyl)-1H-pyrrole-2-carbaldehyde). Reagents/catalysts: N1CCCCC1 (piperidine). Run in C(C)O (ethanol), O (water). Run at temperature 90 celsius, time 2 hour. The product is ClC=1C=C(C=CC1F)NC=1C2=C(N=CN1)N(C(C2=CC=2NC(=CC2C)C(=O)N2CCOCC2)=O)C (4-(3-Chloro-4-fluoro-phenylamino)-7-methyl-5-[3-methyl-5-(morpholine-4-carbonyl)-1H-pyrrol-2-yl-methylene]-5,7-dihydro-pyrrolo[2,3-D]pyrimidin-6-one). Yield: 70.9%. As a reaction SMILES: [Cl:1][C:2]1[CH:3]=[C:4]([NH:9][C:10]2[C:11]3[CH2:18][C:17](=[O:19])[N:16]([CH3:20])[C:12]=3[N:13]=[CH:14][N:15]=2)[CH:5]=[CH:6][C:7]=1[F:8].[CH3:21][C:22]1[CH:26]=[C:25]([C:27]([N:29]2[CH2:34][CH2:33][O:32][CH2:31][CH2:30]2)=[O:28])[NH:24][C:23]=1[CH:35]=O>N1CCCCC1.C(O)C.O>[Cl:1][C:2]1[CH:3]=[C:4]([NH:9][C:10]2[C:11]3[C:18](=[CH:35][C:23]4[NH:24][C:25]([C:27]([N:29]5[CH2:30][CH2:31][O:32][CH2:33][CH2:34]5)=[O:28])=[CH:26][C:22]=4[CH3:21])[C:17](=[O:19])[N:16]([CH3:20])[C:12]=3[N:13]=[CH:14][N:15]=2)[CH:5]=[CH:6][C:7]=1[F:8]. Procedure: A mixture of 4-(3-chloro-4-fluoro-phenylamino)-7-methyl-5,7-dihydro-pyrrolo[2,3-d]pyrimidin-6-one (116 mg, 0.4 mmol), 3-methyl-5-(morpholine-4-carbonyl)-1H-pyrrole-2-carbaldehyde (130 mg) and piperidine (1 drop) in ethanol (2 mL) was stirred at 90° C. for 2 hours. The reaction was diluted with water and the precipitate was collected by vacuum filtration, washed with water, ethyl acetate and hexane and dried to give 141 mg (74%) of the title compound. 1H NMR (300 MHz, DMSO-d6) δ 13.42 (br s, 1H, ...